From a dataset of the Open Reaction Database (ORD), a public repository of structured organic reaction records. describe an organic reaction: reactants, conditions, products, and yield Reactants: CCI, CO, CCOC(C)=O, CCCCC(Cn1cncn1)(C(=O)O)c1ccc(Cl)cc1, [Na+], CN(C)C=O, [OH-]. The product is CCCCC(Cn1cncn1)(C(=O)OCC)c1ccc(Cl)cc1. RXN SMILES: [CH2:24]([CH3:25])[I:26].[CH3:27][OH:28].[CH3:34][CH2:35][O:36][C:37](=[O:38])[CH3:39].[Cl:3][c:4]1[cH:5][cH:6][c:7]([C:10]([C:11](=[O:12])[OH:13])([CH2:14][CH2:15][CH2:16][CH3:17])[CH2:18][n:19]2[n:20][cH:21][n:22][cH:23]2)[cH:8][cH:9]1.[Na+:2].[O:29]=[CH:30][N:31]([CH3:32])[CH3:33].[OH-:1]>>[Cl:3][c:4]1[cH:5][cH:6][c:7]([C:10]([C:11](=[O:12])[O:13][CH2:24][CH3:25])([CH2:14][CH2:15][CH2:16][CH3:17])[CH2:18][n:19]2[n:20][cH:21][n:22][cH:23]2)[cH:8][cH:9]1. The reactants are C(=O)O (formic acid), ClC1=CC=C(OCC=2N(C3=CC=CC=C3C2)CCC2CCN(CC2)C(C2=CC=CC=C2)(C2=CC=CC=C2)C2=CC=CC=C2)C=C1 (2-[(4-chlorophenoxy)methyl]-1-[2-(1-tritylpiperidin-4-yl)ethyl]-1H-indole), ice. Run in C(Cl)Cl (methylene chloride). Yields the product ClC1=CC=C(OCC=2N(C3=CC=CC=C3C2)CCC2CCNCC2)C=C1 (2-[(4-chlorophenoxy)methyl]-1-[2-(piperidin-4-yl)ethyl]-1H-indole). As a reaction SMILES: [Cl:1][C:2]1[CH:45]=[CH:44][C:5]([O:6][CH2:7][C:8]2[N:9]([CH2:17][CH2:18][CH:19]3[CH2:24][CH2:23][N:22](C(C4C=CC=CC=4)(C4C=CC=CC=4)C4C=CC=CC=4)[CH2:21][CH2:20]3)[C:10]3[C:15]([CH:16]=2)=[CH:14][CH:13]=[CH:12][CH:11]=3)=[CH:4][CH:3]=1.C(O)=O>C(Cl)Cl>[Cl:1][C:2]1[CH:3]=[CH:4][C:5]([O:6][CH2:7][C:8]2[N:9]([CH2:17][CH2:18][CH:19]3[CH2:24][CH2:23][NH:22][CH2:21][CH2:20]3)[C:10]3[C:15]([CH:16]=2)=[CH:14][CH:13]=[CH:12][CH:11]=3)=[CH:44][CH:45]=1. Procedure details: Under an argon atmosphere 2-[(4-chlorophenoxy)methyl]-1-[2-(1-tritylpiperidin-4-yl)ethyl]-1H-indole was dissolved in 7.0 ml of methylene chloride. The reaction solution was then placed on an ice bath and formic acid (0.3383 g) was added. The resulting mixture was stirred in the ice bath for about five hours. The progress of the reaction was monitored by thin layer chromatography. The reactants are C1C(CC2=CC=CC=C12)C(=O)O (Indane-2-carboxylic Acid), ClC=1C=CC=C2C(=CNC12)C=1CCNCC1 (7-chloro-3-(1,2,3,6-tetrahydropyridin-4-yl)-1H-indole). Product: ClC=1C=CC=C2C(=CNC12)C=1CCN(CC1)C(=O)C1CC2=CC=CC=C2C1 (7-Chloro-3-[1-[(indan-2-yl)carbonyl]-1,2,3,6-tetrahydopyrid-4-yl]-1H-indole). RXN SMILES: [CH2:1]1[C:9]2[C:4](=[CH:5][CH:6]=[CH:7][CH:8]=2)[CH2:3][CH:2]1[C:10]([OH:12])=O.[Cl:13][C:14]1[CH:15]=[CH:16][CH:17]=[C:18]2[C:22]=1[NH:21][CH:20]=[C:19]2[C:23]1[CH2:24][CH2:25][NH:26][CH2:27][CH:28]=1>>[Cl:13][C:14]1[CH:15]=[CH:16][CH:17]=[C:18]2[C:22]=1[NH:21][CH:20]=[C:19]2[C:23]1[CH2:24][CH2:25][N:26]([C:10]([CH:2]2[CH2:1][C:9]3[C:4](=[CH:5][CH:6]=[CH:7][CH:8]=3)[CH2:3]2)=[O:12])[CH2:27][CH:28]=1. Reported procedure: Prepared from 9a and 7-chloro-3-(1,2,3,6-tetrahydropyridin-4-yl)-1H-indole.